From a dataset of the Open Reaction Database (ORD), a public repository of structured organic reaction records. describe an organic reaction: reactants, conditions, products, and yield Starting materials: c1ccc2[nH]ccc2c1, O=S(=O)(Cl)c1ccc2ccccc2c1. Yields the product O=S(=O)(c1ccc2ccccc2c1)n1ccc2ccccc21. As a reaction SMILES: [cH:15]1[cH:16][cH:17][c:18]2[nH:19][cH:20][cH:21][c:22]2[cH:23]1.[cH:1]1[c:2]([S:11](=[O:12])(=[O:13])[Cl:14])[cH:3][cH:4][c:5]2[cH:6][cH:7][cH:8][cH:9][c:10]12>>[cH:1]1[c:2]([S:11](=[O:12])(=[O:13])[n:19]2[c:18]3[cH:17][cH:16][cH:15][cH:23][c:22]3[cH:21][cH:20]2)[cH:3][cH:4][c:5]2[cH:6][cH:7][cH:8][cH:9][c:10]12. As a reaction SMILES: BrC1[N:7]=[C:6]([CH2:8][O:9][Si](C(C)(C)C)(C2C=CC=CC=2)C2C=CC=CC=2)[CH:5]=[CH:4]C=1.C1(S)C=CC=CC=1.[S:34]1[CH:38]=[CH:37][N:36]=[C:35]1CC(=O)C.[CH3:43][CH2:44][C:45](=[O:48])[CH2:46][CH3:47]>>[OH:48][C:45]([C:46]1[N:7]=[C:6]([CH2:8][OH:9])[CH:5]=[CH:4][CH:47]=1)([C:35]1[S:34][CH:38]=[CH:37][N:36]=1)[CH2:44][CH3:43]. Procedure: Following the procedure described for Phenol 2, Step 2 and for Phenol 7, Step 3 but substituting 6-bromo(O-tert-butyldiphenylsilyl)pyridin-2-ylmethanol (from Alcohol 2, Step 4) for 1-bromo-3-(3,4-dimethoxy)benzyloxy-5-fluorobenzene and 1-(thiazol-2-yl)propanone (from Phenol 1, Step 2) for 3-pentanone the title compound was obtained. Starting materials: BrC1=CC=CC(=N1)CO[Si](C1=CC=CC=C1)(C1=CC=CC=C1)C(C)(C)C (6-bromo-(O-tert-butyldiphenylsilyl)pyridin-2-methanol), S1C(=NC=C1)CC(C)=O (1-(thiazol-2-yl)propanone), CCC(CC)=O (3-pentanone), C1(=CC=CC=C1)S (THIOPHENOL), 1-bromo-3-(3,4-dimethoxy)benzyloxy-5-fluorobenzene. Yields the product OC(CC)(C=1SC=CN1)C1=CC=CC(=N1)CO (6-[1-Hydroxy-1-(thiazol-2-yl)propyl]pyridin-2-methanol). The product is C(C1=CC=CC=C1)OC1=CC=C(C(=O)Cl)C=C1 (4-Benzyloxybenzoyl chloride). Procedure details: A solution of 164.7 g 4-benzyloxybenzoic acid obtained in step (a) and 80 ml of thionyl chloride in 750 ml of trichloroethylene was refluxed with stirring for 3 hrs. The crystalline residue obtained after evaporation was recrystallized from petroleum ether b.p. 80°-110° C. As a reaction SMILES: [CH2:1]([O:8][C:9]1[CH:17]=[CH:16][C:12]([C:13](O)=[O:14])=[CH:11][CH:10]=1)[C:2]1[CH:7]=[CH:6][CH:5]=[CH:4][CH:3]=1.S(Cl)([Cl:20])=O>ClC=C(Cl)Cl>[CH2:1]([O:8][C:9]1[CH:17]=[CH:16][C:12]([C:13]([Cl:20])=[O:14])=[CH:11][CH:10]=1)[C:2]1[CH:7]=[CH:6][CH:5]=[CH:4][CH:3]=1. Solvent: ClC=C(Cl)Cl (trichloroethylene). Reactants: C(C1=CC=CC=C1)OC1=CC=C(C(=O)O)C=C1 (4-benzyloxybenzoic acid), S(=O)(Cl)Cl (thionyl chloride). Run at time 3 hour.